This data is from the Open Reaction Database (ORD), a public repository of structured organic reaction records. The task is: describe an organic reaction: reactants, conditions, products, and yield Yields the product C(CC(O)(C(=O)[O-])CC(=O)[O-])(=O)[O-].[Ag+3] (silver citrate). The reactants are [Ag] (silver), C(CC(O)(C(=O)O)CC(=O)O)(=O)O (citric acid). Run in O (water). As a reaction SMILES: [Ag:1].[C:2]([OH:14])(=[O:13])[CH2:3][C:4]([CH2:9][C:10]([OH:12])=[O:11])([C:6]([OH:8])=[O:7])[OH:5]>O>[C:2]([O-:14])(=[O:13])[CH2:3][C:4]([CH2:9][C:10]([O-:12])=[O:11])([C:6]([O-:8])=[O:7])[OH:5].[Ag+3:1] |f:3.4|. Procedure details: The process of making a disinfectant comprises electrolytically generating silver ions in a solution of citric acid and water to form an aqueous solution of silver citrate. Preferably, the solution of citric acid and water comprises a solution of approximately 5.0% to 10% citric acid in water by volume. A potential difference of 12 volts to 50 volts provides a flow of silver ions in the range of 0.1 amperes to 0.5 amperes per square inch. A more fuller explanation of the content of the solution ... The reactants are CS(=O)(=O)O, ClCCl, Cc1ccc(-n2nc(C3(CF)CC3)cc2NC(=O)Nc2cnc(OC3CCN(C(=O)C4(C)CC4)CC3)c3ccccc23)cc1. The product is CS(=O)(=O)O, Cc1ccc(-n2nc(C3(CF)CC3)cc2NC(=O)Nc2cnc(OC3CCN(C(=O)C4(C)CC4)CC3)c3ccccc23)cc1. Reaction SMILES: [CH3:1][S:2]([OH:3])(=[O:4])=[O:5].[Cl:50][CH2:51][Cl:52].[F:6][CH2:7][C:8]1([c:11]2[cH:12][c:13]([NH:23][C:24](=[O:25])[NH:26][c:27]3[cH:28][n:29][c:30]([O:37][CH:38]4[CH2:39][CH2:40][N:41]([C:44](=[O:45])[C:46]5([CH3:49])[CH2:47][CH2:48]5)[CH2:42][CH2:43]4)[c:31]4[cH:32][cH:33][cH:34][cH:35][c:36]34)[n:14](-[c:16]3[cH:17][cH:18][c:19]([CH3:22])[cH:20][cH:21]3)[n:15]2)[CH2:9][CH2:10]1>>[CH3:1][S:2](=[O:3])(=[O:4])[OH:5].[F:6][CH2:7][C:8]1([c:11]2[cH:12][c:13]([NH:23][C:24](=[O:25])[NH:26][c:27]3[cH:28][n:29][c:30]([O:37][CH:38]4[CH2:39][CH2:40][N:41]([C:44](=[O:45])[C:46]5([CH3:49])[CH2:47][CH2:48]5)[CH2:42][CH2:43]4)[c:31]4[cH:32][cH:33][cH:34][cH:35][c:36]34)[n:14](-[c:16]3[cH:17][cH:18][c:19]([CH3:22])[cH:20][cH:21]3)[n:15]2)[CH2:9][CH2:10]1. The reactants are NC1=CC=C(C=C1)C1=CC=C(C=C1)C(=O)[C@H]1[C@@H](CC1)C(=O)OC (methyl trans-2-[(4′-amino-1,1′-biphenyl-4-yl)carbonyl]cyclobutanecarboxylate), ClC=1SC2=C(N1)C=C(C=C2F)F (2-chloro-5,7-difluoro-1,3-benzothiazole), Cl (HCl), C(CCC)O (n-butanol), [OH-].[Na+] (NaOH). Conditions: temperature 90 celsius, time 8 hour. The product is FC=1C=C(C2=C(N=C(S2)NC2=CC=C(C=C2)C2=CC=C(C=C2)C(=O)[C@H]2[C@@H](CCC2)C(=O)O)C1)F (trans-2-({4′-[(5,7-difluoro-1,3-benzothiazol-2-yl)amino]-1,1′-biphenyl-4-yl}carbonyl)cyclopentanecarboxylic acid). The yield is 58.0%. RXN SMILES: [NH2:1][C:2]1[CH:7]=[CH:6][C:5]([C:8]2[CH:13]=[CH:12][C:11]([C:14]([C@@H:16]3[CH2:19][CH2:18][C@H:17]3[C:20]([O:22]C)=[O:21])=[O:15])=[CH:10][CH:9]=2)=[CH:4][CH:3]=1.Cl[C:25]1[S:26][C:27]2[C:33]([F:34])=[CH:32][C:31]([F:35])=[CH:30][C:28]=2[N:29]=1.Cl.[OH-].[Na+].[CH2:39](O)CCC>>[F:35][C:31]1[CH:32]=[C:33]([F:34])[C:27]2[S:26][C:25]([NH:1][C:2]3[CH:3]=[CH:4][C:5]([C:8]4[CH:9]=[CH:10][C:11]([C:14]([C@@H:16]5[CH2:39][CH2:19][CH2:18][C@H:17]5[C:20]([OH:22])=[O:21])=[O:15])=[CH:12][CH:13]=4)=[CH:6][CH:7]=3)=[N:29][C:28]=2[CH:30]=1 |f:3.4|. Reported procedure: To a solution of methyl trans-2-[(4′-amino-1,1′-biphenyl-4-yl)carbonyl]cyclobutanecarboxylate (80 mg, 0.25 mmol) in n-butanol (8 mL) was added 2-chloro-5,7-difluoro-1,3-benzothiazole (102 mg, 0.49 mmol) and HCl (4.0 M in dioxane, 0.2 mL). The resulting reaction mixture was heated at 90° C. overnight. The mixture was evaporated to dryness, and the residue was brought up in MeOH. Then 1 N aqueous NaOH (2.0 mL, 2.0 mmol) was added, and the reaction mixture was stirred at 50° C. overnight. The react... Reactants: NC1=C2C(=CC(=CC2=CC(=C1)S(=O)(=O)O)S(=O)(=O)O)O (5-amino-4-hydroxynaphthalene-2,7-disulfonic acid), NC1=CC=CC=C1 (aniline), ClC1=NC(=NC(=N1)Cl)Cl (2,4,6-trichloro-s-triazine), 3-(2-sulfate ethylsulfonyl)aniline. The product is C=1C=CC=2C(C1)=CC=CC2O (naphthol). RXN SMILES: N[C:2]1[CH:11]=[C:10](S(O)(=O)=O)[CH:9]=[C:8]2[C:3]=1[C:4]([OH:20])=[CH:5][C:6](S(O)(=O)=O)=[CH:7]2.ClC1N=C(Cl)N=C(Cl)N=1.NC1C=CC=CC=1>>[CH:10]1[CH:11]=[CH:2][C:3]2[C:8](=[CH:7][CH:6]=[CH:5][C:4]=2[OH:20])[CH:9]=1. Reported procedure: In an aqueous solvent, 31.9 parts of 5-amino-4-hydroxynaphthalene-2,7-disulfonic acid was condensed with 18.4 parts of 2,4,6-trichloro-s-triazine according to a normal method and the resultant condensate was condensed with 28.1 parts of 3-(2-sulfate ethylsulfonyl)aniline according to a normal method. The product thus obtained was condensed with 9.3 parts of aniline according to a normal method to obtain a naphthol derivative. Starting materials: S1C=CC2=C1NC(=C2)C(=O)OC (methyl 6H-thieno[2,3-b]pyrrole-5-carboxylate), BrCC1=CC=CC2=CC=CC=C12 (1-bromomethyl-naphthalene). Yields the product COC(=O)C1=CC2=C(N1CC1=CC=CC3=CC=CC=C13)SC=C2 (6-naphthalen-1-ylmethyl-6H-thieno[2,3-b]pyrrole-5-carboxylic acid methyl ester). RXN SMILES: [S:1]1[C:5]2[NH:6][C:7]([C:9]([O:11][CH3:12])=[O:10])=[CH:8][C:4]=2[CH:3]=[CH:2]1.Br[CH2:14][C:15]1[C:24]2[C:19](=[CH:20][CH:21]=[CH:22][CH:23]=2)[CH:18]=[CH:17][CH:16]=1>>[CH3:12][O:11][C:9]([C:7]1[N:6]([CH2:14][C:15]2[C:24]3[C:19](=[CH:20][CH:21]=[CH:22][CH:23]=3)[CH:18]=[CH:17][CH:16]=2)[C:5]2[S:1][CH:2]=[CH:3][C:4]=2[CH:8]=1)=[O:10]. Reported procedure: Using general procedure B, methyl 6H-thieno[2,3-b]pyrrole-5-carboxylate was coupled with 1-bromomethyl-naphthalene to give 6-naphthalen-1-ylmethyl-6H-thieno[2,3-b]pyrrole-5-carboxylic acid methyl ester which was hydrolyzed as described in the general procedure B (Exp. 2.2) to give the title compound as a white solid. MS: 306.3 ([M−H]−). Reactants: ClC1=C(C(=CC=C1)Cl)C1=CC2=C(N=C(N=C2)S(=O)(=O)C)N(C1=O)CC (6-(2,6-Dichlorophenyl)-8-ethyl-2-methanesulfonyl-8H-pyrido[2,3-d]pyrimidin-7-one), C(C)OC1=CC=C(N)C=C1 (4-ethoxyaniline). Run in O (water), C(C)(=O)O (acetic acid). Yields the product ClC1=C(C(=CC=C1)Cl)C1=CC2=C(N=C(N=C2)NC2=CC=C(C=C2)OCC)N(C1=O)CC (6-(2,6-Dichlorophenyl)-2-(4-ethoxyphenylamino)-8-ethyl-8H-pyrido[2,3-d]pyrimidin-7-one). Reaction SMILES: [Cl:1][C:2]1[CH:7]=[CH:6][CH:5]=[C:4]([Cl:8])[C:3]=1[C:9]1[C:22](=[O:23])[N:21]([CH2:24][CH3:25])[C:12]2[N:13]=[C:14](S(C)(=O)=O)[N:15]=[CH:16][C:11]=2[CH:10]=1.[CH2:26]([O:28][C:29]1[CH:35]=[CH:34][C:32]([NH2:33])=[CH:31][CH:30]=1)[CH3:27]>C(O)(=O)C.O>[Cl:1][C:2]1[CH:7]=[CH:6][CH:5]=[C:4]([Cl:8])[C:3]=1[C:9]1[C:22](=[O:23])[N:21]([CH2:24][CH3:25])[C:12]2[N:13]=[C:14]([NH:33][C:32]3[CH:34]=[CH:35][C:29]([O:28][CH2:26][CH3:27])=[CH:30][CH:31]=3)[N:15]=[CH:16][C:11]=2[CH:10]=1. Reported procedure: A mixture of 0.150 g (0.38 mmol) of 6-(2,6-dichlorophenyl)-8-ethyl-2-methanesulfonyl-8H-pyrido[2,3-d]pyrimidin-7-one of Example 68 and 0.500 g (3.60 mmol) of 4-ethoxyaniline was fused in a 160° C. oil bath for 10 minutes. The dark violet melt was cooled and dissolved in 1 mL of warm glacial acetic acid. This solution was diluted to 10 mL volume with water to precipitate a solid. The solid was filtered, washed well with water, and dried; wt 0.140 g. Purification was effected by filtration of an e... Reactants: C(C=C)N(CC=C)CC1=NOC(=N1)C=1N=CN2C1[C@H]1N(C(C3=C2C=CC(=C3)F)=O)CC1 ((S)-1-(3-diallylaminomethyl-1,2,4-oxadiazol-5-yl)-7-fluoro-12,12a-dihydro-9H,11H-azeto[2,1-c]imidazo[1,5-a][1,4]benzodiazepin-9-one). Reagents/catalysts: [Pd] (palladium-on-charcoal). The solvent is CO (methanol). Yields the product FC=1C=CC2=C(C(N3[C@H](C=4N2C=NC4C4=NC(=NO4)CN(CCC)CCC)CC3)=O)C1 ((S)-7-fluoro-12,12a-dihydro-1-(3-di-n-propylaminomethyl-1,2,4-oxadiazol-5-yl)-9H,11H-azeto[2,1-c]imidazo[1,5-a][1,4]benzodiazepin-9-one). The yield is 56.8%. Reaction SMILES: [CH2:1]([N:4]([CH2:8][C:9]1[N:13]=[C:12]([C:14]2[N:15]=[CH:16][N:17]3[C:23]4[CH:24]=[CH:25][C:26]([F:28])=[CH:27][C:22]=4[C:21](=[O:29])[N:20]4[CH2:30][CH2:31][C@H:19]4[C:18]=23)[O:11][N:10]=1)[CH2:5][CH:6]=[CH2:7])[CH:2]=[CH2:3]>CO.[Pd]>[F:28][C:26]1[CH:25]=[CH:24][C:23]2[N:17]3[CH:16]=[N:15][C:14]([C:12]4[O:11][N:10]=[C:9]([CH2:8][N:4]([CH2:5][CH2:6][CH3:7])[CH2:1][CH2:2][CH3:3])[N:13]=4)=[C:18]3[C@@H:19]3[CH2:31][CH2:30][N:20]3[C:21](=[O:29])[C:22]=2[CH:27]=1. Procedure details: 1 g (2.2 mmol) of (S)-1-(3-diallylaminomethyl-1,2,4-oxadiazol-5-yl)-7-fluoro-12,12a-dihydro-9H,11H-azeto[2,1-c]imidazo[1,5-a][1,4]benzodiazepin-9-one in 5 ml of methanol were hydrogenated at room temperature and normal pressure in the presence of 22 mg of 5% palladium-on-charcoal. After separating the catalyst the residue was purified by chromatography on silica gel while eluting with ethyl acetate/hexane/triethylamine 17/2/1. There was obtained 0.53 g (56%) of (S)-7-fluoro-12,12a-dihydro-1-(3-d... The reactants are C1CCOC1, O=C(O)C(F)(F)F, [Li+], COC(=O)C(Oc1ccc2c(N)nccc2c1)c1cc(OC)c(OC)cc1F, [OH-]. Yields the product O=C(O)C(F)(F)F, COc1cc(F)c(C(Oc2ccc3c(N)nccc3c2)C(=O)O)cc1OC. Reaction SMILES: [CH2:38]1[O:39][CH2:40][CH2:41][CH2:42]1.[F:1][C:2]([C:3](=[O:4])[OH:5])([F:6])[F:7].[Li+:37].[NH2:8][c:9]1[n:10][cH:11][cH:12][c:13]2[cH:14][c:15]([O:19][CH:20]([C:21](=[O:22])[O:23][CH3:24])[c:25]3[c:26]([F:35])[cH:27][c:28]([O:33][CH3:34])[c:29]([O:31][CH3:32])[cH:30]3)[cH:16][cH:17][c:18]12.[OH-:36]>>[F:1][C:2]([C:3](=[O:4])[OH:5])([F:6])[F:7].[NH2:8][c:9]1[n:10][cH:11][cH:12][c:13]2[cH:14][c:15]([O:19][CH:20]([C:21](=[O:22])[OH:23])[c:25]3[c:26]([F:35])[cH:27][c:28]([O:33][CH3:34])[c:29]([O:31][CH3:32])[cH:30]3)[cH:16][cH:17][c:18]12. Starting materials: C=CCCl, C[Si](C)(C)C#N, ClC(Cl)Cl, N#CC(C#N)=Cc1ccc(Cl)nc1, O=C(C=Cc1ccccc1)C=Cc1ccccc1, O=C(C=Cc1ccccc1)C=Cc1ccccc1, O=C(C=Cc1ccccc1)C=Cc1ccccc1, C1CCOC1, [Pd], [Pd]. Product: C=CCC(C#N)(C#N)C(C#N)c1ccc(Cl)nc1. As a reaction SMILES: [CH2:14]([CH:15]=[CH2:16])[Cl:17].[CH3:18][Si:19]([CH3:20])([CH3:21])[C:22]#[N:23].[CH:80]([Cl:81])([Cl:82])[Cl:83].[Cl:1][c:2]1[cH:3][cH:4][c:5]([CH:8]=[C:9]([C:10]#[N:11])[C:12]#[N:13])[cH:6][n:7]1.[O:26]=[C:27]([CH:28]=[CH:29][c:30]1[cH:31][cH:32][cH:33][cH:34][cH:35]1)[CH:36]=[CH:37][c:38]1[cH:39][cH:40][cH:41][cH:42][cH:43]1.[O:44]=[C:45]([CH:46]=[CH:47][c:48]1[cH:49][cH:50][cH:51][cH:52][cH:53]1)[CH:54]=[CH:55][c:56]1[cH:57][cH:58][cH:59][cH:60][cH:61]1.[O:62]=[C:63]([CH:64]=[CH:65][c:66]1[cH:67][cH:68][cH:69][cH:70][cH:71]1)[CH:72]=[CH:73][c:74]1[cH:75][cH:76][cH:77][cH:78][cH:79]1.[O:84]1[CH2:85][CH2:86][CH2:87][CH2:88]1.[Pd:24].[Pd:25]>>[Cl:1][c:2]1[cH:3][cH:4][c:5]([CH:8]([C:9]([C:10]#[N:11])([C:12]#[N:13])[CH2:14][CH:15]=[CH2:16])[C:22]#[N:23])[cH:6][n:7]1.